Dataset: the Open Reaction Database (ORD), a public repository of structured organic reaction records. Task: describe an organic reaction: reactants, conditions, products, and yield Reactants: C(C)(C)(C)OC(NC(CNC(=O)C=1C(=NN2C1C=CC=C2OCC2=C(C=CC=C2F)F)C)(CCC)C)=O (rac-{1-[({7-[(2,6-Difluorobenzyl)oxy]-2-methylpyrazolo[1,5-a]pyridin-3-yl}carbonyl)amino]-2-methylpentan-2-yl}carbamic Acid tert-butyl Ester), FC(C(=O)O)(F)F (trifluoroacetic acid). The solvent is ClCCl (dichloromethane). Run at time 2 hour. Yields the product NC(CNC(=O)C=1C(=NN2C1C=CC=C2OCC2=C(C=CC=C2F)F)C)(CCC)C (rac-N-(2-Amino-2-methylpentyl)-7-[(2,6-difluorobenzyl)oxy]-2-methylpyrazolo[1,5-a]pyridine-3-carboxamide). Yield: 33.9%. As a reaction SMILES: C(OC(=O)[NH:7][C:8]([CH3:36])([CH2:33][CH2:34][CH3:35])[CH2:9][NH:10][C:11]([C:13]1[C:14]([CH3:32])=[N:15][N:16]2[C:21]([O:22][CH2:23][C:24]3[C:29]([F:30])=[CH:28][CH:27]=[CH:26][C:25]=3[F:31])=[CH:20][CH:19]=[CH:18][C:17]=12)=[O:12])(C)(C)C.FC(F)(F)C(O)=O>ClCCl>[NH2:7][C:8]([CH3:36])([CH2:33][CH2:34][CH3:35])[CH2:9][NH:10][C:11]([C:13]1[C:14]([CH3:32])=[N:15][N:16]2[C:21]([O:22][CH2:23][C:24]3[C:29]([F:30])=[CH:28][CH:27]=[CH:26][C:25]=3[F:31])=[CH:20][CH:19]=[CH:18][C:17]=12)=[O:12]. Reported procedure: A solution of 45 mg (0.046 mmol, 53% pure) of rac-{1-[({7-[(2,6-difluorobenzyl)oxy]-2-methylpyrazolo[1,5-a]pyridin-3-yl}carbonyl)amino]-2-methylpentan-2-yl}carbamic acid tert-butyl ester (Example 131A) in 4 ml of dichloromethane was admixed with 0.5 ml (6.49 mmol) of trifluoroacetic acid. The resulting solution was stirred at room temperature for 2 h. The solvent was drawn off under reduced pressure and the residue was purified by preparative HPLC chromatography (Method 21), which gave 6.5 mg (3... Starting materials: O=C([O-])O, CCC(CC)(c1ccc(C#CC2(O)CCOCC2)c(C)c1)c1ccc(B2OC(C)(C)C(C)(C)O2)c(C)c1, ClCCl, [Na+], C[Si](C)(C)OS(=O)(=O)C(F)(F)F, c1ccncc1. Product: CCC(CC)(c1ccc(C#CC2(O[Si](C)(C)C)CCOCC2)c(C)c1)c1ccc(B2OC(C)(C)C(C)(C)O2)c(C)c1. As a reaction SMILES: [C:56](=[O:57])([OH:58])[O-:59].[CH2:19]([CH3:20])[C:21]([CH2:22][CH3:23])([c:24]1[cH:25][c:26]([CH3:39])[c:27]([B:30]2[O:31][C:32]([CH3:37])([CH3:38])[C:33]([CH3:35])([CH3:36])[O:34]2)[cH:28][cH:29]1)[c:40]1[cH:41][c:42]([CH3:55])[c:43]([C:46]#[C:47][C:48]2([OH:54])[CH2:49][CH2:50][O:51][CH2:52][CH2:53]2)[cH:44][cH:45]1.[Cl:61][CH2:62][Cl:63].[Na+:60].[S:7]([C:8]([F:9])([F:10])[F:11])(=[O:12])(=[O:13])[O:14][Si:15]([CH3:16])([CH3:17])[CH3:18].[cH:1]1[cH:2][cH:3][n:4][cH:5][cH:6]1>>[O:14]([Si:15]([CH3:16])([CH3:17])[CH3:18])[C:48]1([C:47]#[C:46][c:43]2[c:42]([CH3:55])[cH:41][c:40]([C:21]([CH2:19][CH3:20])([CH2:22][CH3:23])[c:24]3[cH:25][c:26]([CH3:39])[c:27]([B:30]4[O:31][C:32]([CH3:37])([CH3:38])[C:33]([CH3:35])([CH3:36])[O:34]4)[cH:28][cH:29]3)[cH:45][cH:44]2)[CH2:49][CH2:50][O:51][CH2:52][CH2:53]1. Starting materials: BrC=1C=C2C=NN(C2=C(C1)CO)CC(C)C ((5-Bromo-1-isobutyl-1H-indazole-7-yl)-methanol), COC(=O)C=1C=C2C=NNC2=CC1 (1H-indazole-5-carboxylic acid methyl ester), heterocycle. Yields the product COC(=O)C=1C=C2C=NN(C2=CC1)CC=1C=C(C=C2C=NN(C12)CC(C)C)Br (1-(5-Bromo-1-isobutyl-1H-indazol-7-ylmethyl)-1H-indazole-5-carboxylic acid methyl ester). The yield is 65.0%. As a reaction SMILES: [Br:1][C:2]1[CH:3]=[C:4]2[C:8](=[C:9]([CH2:11]O)[CH:10]=1)[N:7]([CH2:13][CH:14]([CH3:16])[CH3:15])[N:6]=[CH:5]2.[CH3:17][O:18][C:19]([C:21]1[CH:22]=[C:23]2[C:27](=[CH:28][CH:29]=1)[NH:26][N:25]=[CH:24]2)=[O:20]>>[CH3:17][O:18][C:19]([C:21]1[CH:22]=[C:23]2[C:27](=[CH:28][CH:29]=1)[N:26]([CH2:11][C:9]1[CH:10]=[C:2]([Br:1])[CH:3]=[C:4]3[C:8]=1[N:7]([CH2:13][CH:14]([CH3:16])[CH3:15])[N:6]=[CH:5]3)[N:25]=[CH:24]2)=[O:20]. Procedure details: Compound 26 was prepared following general method 3A, using compound 18 as a starting material and 1H-indazole-5-carboxylic acid methyl ester as the heterocycle. Yield: 65%.